The task is: describe an organic reaction: reactants, conditions, products, and yield. This data is from the Open Reaction Database (ORD), a public repository of structured organic reaction records. Reactants: CC#N, O=C(c1ccc(F)cc1)c1cncc(CO)c1, O=S(Cl)Cl. Yields the product O=C(c1ccc(F)cc1)c1cncc(CCl)c1. As a reaction SMILES: [CH3:22][C:23]#[N:24].[F:1][c:2]1[cH:3][cH:4][c:5]([C:8](=[O:9])[c:10]2[cH:11][n:12][cH:13][c:14]([CH2:16][OH:17])[cH:15]2)[cH:6][cH:7]1.[S:18]([Cl:19])([Cl:20])=[O:21]>>[F:1][c:2]1[cH:3][cH:4][c:5]([C:8](=[O:9])[c:10]2[cH:11][n:12][cH:13][c:14]([CH2:16][Cl:20])[cH:15]2)[cH:6][cH:7]1. The reactants are [N+](=O)([O-])C1=C(ON=CC=2NC(=C(C(C2C(=O)OCC)C2=CC(=CC=C2)[N+](=O)[O-])C(=O)OCC)CF)C=CC(=C1)[N+](=O)[O-] (Diethyl 2-(2,4-dinitrophenoxyiminomethyl)-6-(fluoromethyl)-1,4-dihydro-4-(3-nitrophenyl)-3,5-pyridinedicarboxylate), [OH-].[K+] (potassium hydroxide). Run in C(C)O (ethanol). Product: C(#N)C=1NC(=C(C(C1C(=O)OCC)C1=CC(=CC=C1)[N+](=O)[O-])C(=O)OCC)CF (Diethyl 2-cyano-6-(fluoromethyl)-1,4-dihydro-4-(3-nitrophenyl)-3,5-pyridinedicarboxylate). The yield is 58.9%. As a reaction SMILES: [N+](C1C=C([N+]([O-])=O)C=CC=1O[N:7]=[CH:8][C:9]1[NH:10][C:11]([CH2:34][F:35])=[C:12]([C:29]([O:31][CH2:32][CH3:33])=[O:30])[CH:13]([C:20]2[CH:25]=[CH:24][CH:23]=[C:22]([N+:26]([O-:28])=[O:27])[CH:21]=2)[C:14]=1[C:15]([O:17][CH2:18][CH3:19])=[O:16])([O-])=O.[OH-].[K+]>C(O)C>[C:8]([C:9]1[NH:10][C:11]([CH2:34][F:35])=[C:12]([C:29]([O:31][CH2:32][CH3:33])=[O:30])[CH:13]([C:20]2[CH:25]=[CH:24][CH:23]=[C:22]([N+:26]([O-:28])=[O:27])[CH:21]=2)[C:14]=1[C:15]([O:17][CH2:18][CH3:19])=[O:16])#[N:7] |f:1.2|. Reported procedure: The product of step (a) (0.45 g, 0.8 mmoles) was dissolved in 95% aqueous ethanol (20 ml) by heating, and then potassium hydroxide (10.16 ml of 0.2M in 95% aqueous ethanol) was added dropwise. The solution was heated at reflux for 3 hours and then the ethanol removed in vacuo. The residue was dissolved in water (75 ml), 5% aqueous sodium hydroxide (6 ml) and chloroform (100 ml). The aqueous layer was separated and extracted several times with chloroform. The combined extracts were washed with wa... Reactants: FC(C=1C=C(C=CC1)NC(=O)NC1=C(C=C(C=C1)[N+](=O)[O-])O)(F)F (N-(3-(trifluoromethyl)phenyl)-N'-(2-hydroxy-4-nitrophenyl) urea). Reagents/catalysts: [Pd] (palladium on carbon). Run in O1CCCC1 (tetrahydrofuran). Product: FC(C=1C=C(C=CC1)NC(=O)NC1=C(C=C(C=C1)N)O)(F)F (N-(3-(trifluoromethyl)phenyl)-N'-(2-hydroxy-4-aminophenyl) urea). RXN SMILES: [F:1][C:2]([F:24])([F:23])[C:3]1[CH:4]=[C:5]([NH:9][C:10]([NH:12][C:13]2[CH:18]=[CH:17][C:16]([N+:19]([O-])=O)=[CH:15][C:14]=2[OH:22])=[O:11])[CH:6]=[CH:7][CH:8]=1>O1CCCC1.[Pd]>[F:1][C:2]([F:23])([F:24])[C:3]1[CH:4]=[C:5]([NH:9][C:10]([NH:12][C:13]2[CH:18]=[CH:17][C:16]([NH2:19])=[CH:15][C:14]=2[OH:22])=[O:11])[CH:6]=[CH:7][CH:8]=1. Procedure details: N-(3-(trifluoromethyl)phenyl)-N'-(2-hydroxy-4-nitrophenyl) urea (1.00 g, 2.9 mmol) was subjected to catalytic reduction in tetrahydrofuran (50 ml) using 5% palladium on carbon (0.20 g). The reaction mixture was filtered through a path of celite. Evaporation of the filtrate and subsequent recrystallization of the crude product from methanol/water 1:1 (50 ml) afforded the title compound. 0.68 g (75%) of the title compound was isolated. M.p. 200°-202° C. The reactants are C(C)(C)(C)OC(=O)N1C(=NC2=C1C=CC=C2)N2[C@@H](CCCC2)C(=O)O ((2S)-1-[1-(tert-butoxycarbonyl)-1H-1,3-benzimidazol-2-yl]-2-piperidinecarboxylic acid), C(C1=CC=CC=C1)N1C[C@H](CC1)N ((3S)-1-benzylpyrrolidin-3-ylamine). Yields the product title compound, N (ammonia), C1CCCN2C1C(N1C2=NC2=C1C=CC=C2)=O (1,3,4,12a-tetrahydropyrido[1′,2′:3,4]imidazo[1,2-a][1,3]benzimidazol-12(2H)-one). RXN SMILES: C(OC([N:8]1[C:12]2[CH:13]=[CH:14][CH:15]=[CH:16][C:11]=2[N:10]=[C:9]1[N:17]1[CH2:22][CH2:21][CH2:20][CH2:19][C@H:18]1[C:23]([OH:25])=O)=O)(C)(C)C.C(N1CC[C@H](N)C1)C1C=CC=CC=1>>[NH3:8].[CH2:19]1[CH:18]2[C:23](=[O:25])[N:8]3[C:12]4[CH:13]=[CH:14][CH:15]=[CH:16][C:11]=4[N:10]=[C:9]3[N:17]2[CH2:22][CH2:21][CH2:20]1. Procedure details: The title compound was prepared by a similar method to Example 1 from (2S)-1-[1-(tert-butoxycarbonyl)-1H-1,3-benzimidazol-2-yl]-2-piperidinecarboxylic acid [see Preparation 48] and (3S)-1-benzylpyrrolidin-3-ylamine. The crude product was purified by column chromatography on silica gel eluting with a solvent gradient of 70:30 changing to 50:50, by volume, hexane:ethyl acetate followed by 90:10:1, dichloromethane:methanol:0.88 ammonia to afford 1,3,4,12a-tetrahydropyrido[1′,2′:3,4]imidazo[1,2-a][1... Reactants: N1CCC(CC1)NC(=O)C1=CNC2=C1N=CN=C2C2=C(C=CC(=C2)OC)OCC2CC2 (4-(2-cyclopropylmethoxy-5-methoxy-phenyl)-5H-pyrrolo[3,2-d]pyrimidine-7-carboxylic acid piperidin-4-ylamide), ClC(=O)COC(C)=O (acetic acid chlorocarbonyl-methyl ester). The product is OCC(=O)N1CCC(CC1)NC(=O)C1=CNC2=C1N=CN=C2C2=C(C=CC(=C2)OC)OCC2CC2 (4-(2-Cyclopropylmethoxy-5-methoxy-phenyl)-5H-pyrrolo[3,2-d]pyrimidine-7-carboxylic acid [1-(2-hydroxy-acetyl)piperidin-4-yl]-amide). RXN SMILES: [NH:1]1[CH2:6][CH2:5][CH:4]([NH:7][C:8]([C:10]2[C:14]3[N:15]=[CH:16][N:17]=[C:18]([C:19]4[CH:24]=[C:23]([O:25][CH3:26])[CH:22]=[CH:21][C:20]=4[O:27][CH2:28][CH:29]4[CH2:31][CH2:30]4)[C:13]=3[NH:12][CH:11]=2)=[O:9])[CH2:3][CH2:2]1.Cl[C:33]([CH2:35][O:36]C(=O)C)=[O:34]>>[OH:36][CH2:35][C:33]([N:1]1[CH2:2][CH2:3][CH:4]([NH:7][C:8]([C:10]2[C:14]3[N:15]=[CH:16][N:17]=[C:18]([C:19]4[CH:24]=[C:23]([O:25][CH3:26])[CH:22]=[CH:21][C:20]=4[O:27][CH2:28][CH:29]4[CH2:30][CH2:31]4)[C:13]=3[NH:12][CH:11]=2)=[O:9])[CH2:5][CH2:6]1)=[O:34]. Procedure: Starting from 4-(2-cyclopropylmethoxy-5-methoxy-phenyl)-5H-pyrrolo[3,2-d]pyrimidine-7-carboxylic acid piperidin-4-ylamide (example A155) and acetic acid chlorocarbonyl-methyl ester the title to compound is obtained as colorless solid. The reactants are C1(CC1)C1C(NC(C(N1)=O)C)=O (3-cyclopropyl-6-methylpiperazine-2,5-dione), Cl.NC(C(=O)N[C@@H](C)C(=O)OC)CC (methyl N-(2-aminobutanoyl)alaninate hydrochloride). Product: C(C)C1C(NC(C(N1)=O)C)=O (3-ethyl-6-methylpiperazine-2,5-dione). Reaction SMILES: [CH:1]1([CH:4]2[NH:9][C:8](=[O:10])[CH:7]([CH3:11])[NH:6][C:5]2=[O:12])C[CH2:2]1.Cl.NC(CC)C(N[C@H](C(OC)=O)C)=O>>[CH2:1]([CH:4]1[NH:9][C:8](=[O:10])[CH:7]([CH3:11])[NH:6][C:5]1=[O:12])[CH3:2] |f:1.2|. Procedure: Following the procedure for the preparation of 3-cyclopropyl-6-methylpiperazine-2,5-dione but substituting methyl N-(2-aminobutanoyl)alaninate hydrochloride and making non-critical variations provided the title compound as a solid: 1H NMR (DMSO-d6) δ 0.81-0.86, 1.25-1.27, 1.64-1.76, 3.73-3.91, 7.37, 8.07-8.15.